This data is from the Open Reaction Database (ORD), a public repository of structured organic reaction records. The task is: describe an organic reaction: reactants, conditions, products, and yield Reported procedure: To a solution of N-(4-dimethylaminophenyl)-2-aminobenzamide (1.5 g) in dichloromethane (20 ml), heptyl isocyanate (2.4 g) was added under ice-cooling and the mixture was stirred overnight while returning slowly to room temperature. The solvent was distilled off and crystallization of the residue from chloroform/ethyl acetate afforded N-(4-dimethylaminophenyl)-2-(3-heptylureido)benzamide (1.6 g, 69%). Yield: 68.7%. The product is CN(C1=CC=C(C=C1)NC(C1=C(C=CC=C1)NC(=O)NCCCCCCC)=O)C (N-(4-dimethylaminophenyl)-2-(3-heptylureido)benzamide). Conditions: time 8 hour. RXN SMILES: [CH3:1][N:2]([CH3:19])[C:3]1[CH:8]=[CH:7][C:6]([NH:9][C:10](=[O:18])[C:11]2[CH:16]=[CH:15][CH:14]=[CH:13][C:12]=2[NH2:17])=[CH:5][CH:4]=1.[CH2:20]([N:27]=[C:28]=[O:29])[CH2:21][CH2:22][CH2:23][CH2:24][CH2:25][CH3:26]>ClCCl>[CH3:1][N:2]([CH3:19])[C:3]1[CH:4]=[CH:5][C:6]([NH:9][C:10](=[O:18])[C:11]2[CH:16]=[CH:15][CH:14]=[CH:13][C:12]=2[NH:17][C:28]([NH:27][CH2:20][CH2:21][CH2:22][CH2:23][CH2:24][CH2:25][CH3:26])=[O:29])=[CH:7][CH:8]=1. Run in ClCCl (dichloromethane). Reactants: CN(C1=CC=C(C=C1)NC(C1=C(C=CC=C1)N)=O)C (N-(4-dimethylaminophenyl)-2-aminobenzamide), C(CCCCCC)N=C=O (heptyl isocyanate). Starting materials: [N+](=O)([O-])C=1C=C(C(=O)C2CCN(CC2)C(=O)C(F)(F)F)C=CC1 (4-(3-nitrobenzoyl)-1-trifluoromethylcarbonylpiperidine), [N+](=O)([O-])C1=C(C(=O)C2CCN(CC2)C(=O)C(F)(F)F)C=CC=C1 (4-(2-nitrobenzoyl)-1-trifluoromethylcarbonylpiperidine), mixture, Cl (HCl). The solvent is C(C)(C)O (isopropanol). Reaction conditions: time 3 hour. The product is Cl.[N+](=O)([O-])C=1C=C(C(=O)C2CCNCC2)C=CC1 (4-(3-nitrobenzoyl)piperidine HCl). Isolated yield 54.0%. Reaction SMILES: [N+:1]([C:4]1[CH:5]=[C:6]([CH:21]=[CH:22][CH:23]=1)[C:7]([CH:9]1[CH2:14][CH2:13][N:12](C(C(F)(F)F)=O)[CH2:11][CH2:10]1)=[O:8])([O-:3])=[O:2].[N+](C1C=CC=CC=1C(C1CCN(C(C(F)(F)F)=O)CC1)=O)([O-])=O.[ClH:47]>C(O)(C)C>[ClH:47].[N+:1]([C:4]1[CH:5]=[C:6]([CH:21]=[CH:22][CH:23]=1)[C:7]([CH:9]1[CH2:10][CH2:11][NH:12][CH2:13][CH2:14]1)=[O:8])([O-:3])=[O:2] |f:4.5|. Procedure details: 4-(3-nitrobenzoyl)-1-trifluoromethylcarbonylpiperidine and 4-(2-nitrobenzoyl)-1-trifluoromethylcarbonylpiperidine [67(m):33(o)] mixture (40.36 g, 0.122 mol) was heated with reflux in isopropanol (1.39 L) containing HCl 37% (209 mL) for 18 h. The reaction was monitored by TLC [silica gel/ethyl acetate-hexane (2:3)]. The resulting solution was allowed to cool to room temperature and the crystallization occurred at Tmass=35° C. Then the suspension was post-agitated for 3 h at room temperature. The ... The reactants are [Cl-].[NH4+] (ammonium chloride), S1C(=NC=C1)C#N (thiazole-2-carbonitrile), C[O-].[Na+] (sodium methoxide). The solvent is CO (MeOH), CO (methanol). Yields the product Cl.S1C(=NC=C1)C(=N)N (thiazole-2-carboxamidine hydrochloride). Reaction SMILES: [S:1]1[CH:5]=[CH:4][N:3]=[C:2]1[C:6]#[N:7].C[O-].[Na+].[Cl-:11].[NH4+:12]>CO>[ClH:11].[S:1]1[CH:5]=[CH:4][N:3]=[C:2]1[C:6]([NH2:12])=[NH:7] |f:1.2,3.4,6.7|. Reported procedure: To a stirred solution of thiazole-2-carbonitrile (1.5 g, 14 mmol) in 5 mL of dry MeOH was added dropwise a solution of sodium methoxide (0.74 g, 14 mmol) in 10 mL of dry methanol. The reaction mixture was stirred at room temperature until the disappearance of starting material which was checked by LC/MS. After that, ammonium chloride (1.5 g, 28 mmol) was added in one portion and the reaction mixture was stirred overnight. The undissolved material was removed by filtration and the filtrate was co... Starting materials: NC=1C=C(C=CC1)/C(=C/OC)/C=1N=CN(C1)S(=O)(=O)N(C)C (4-[(Z)-1-(3-aminophenyl)-2-methoxyethenyl]-N,N-dimethyl-1H-imidazole-1-sulfonamide), N1=CC=CC=C1 (pyridine), Cl (HCl), C(C)S(=O)(=O)Cl (ethanesulfonyl chloride). The solvent is ClCCl (dichloromethane). Run at time 5 hour. Product: C(C)S(=O)(=O)NC=1C=C(C=CC1)/C(=C/OC)/C=1N=CN(C1)S(=O)(=O)N(C)C (4-((Z)-1-{3-[(ethylsulfonyl)amino]-phenyl}-2-methoxyethenyl)-N,N-dimethyl-1H-imidazole-1-sulfonamide). As a reaction SMILES: [NH2:1][C:2]1[CH:3]=[C:4](/[C:8](/[C:12]2[N:13]=[CH:14][N:15]([S:17]([N:20]([CH3:22])[CH3:21])(=[O:19])=[O:18])[CH:16]=2)=[CH:9]/[O:10][CH3:11])[CH:5]=[CH:6][CH:7]=1.N1C=CC=CC=1.[CH2:29]([S:31](Cl)(=[O:33])=[O:32])[CH3:30].Cl>ClCCl>[CH2:29]([S:31]([NH:1][C:2]1[CH:3]=[C:4](/[C:8](/[C:12]2[N:13]=[CH:14][N:15]([S:17]([N:20]([CH3:22])[CH3:21])(=[O:18])=[O:19])[CH:16]=2)=[CH:9]/[O:10][CH3:11])[CH:5]=[CH:6][CH:7]=1)(=[O:33])=[O:32])[CH3:30]. Procedure: A solution of Example 46B (0.32 g, 0.99 mmol) in dichloromethane (5 mL) was treated with pyridine (0.24 mL, 3.0 mmol), treated with ethanesulfonyl chloride (0.10 mL, 1.1 mmol), stirred for 5 hours, treated with 1M HCl and extracted with dichloromethane (3×). The combined dichloromethane extractions were dried (Na2SO4) and concentrated to provide the title compound. The reactants are COC(=O)c1ccc2nc(-c3c(Cl)cccc3Cl)oc2c1, CCO, [Na+], [OH-]. Product: O=C(O)c1ccc2nc(-c3c(Cl)cccc3Cl)oc2c1. As a reaction SMILES: [CH3:1][O:2][C:3](=[O:4])[c:5]1[cH:6][c:7]2[c:8]([n:9][c:10](-[c:12]3[c:13]([Cl:19])[cH:14][cH:15][cH:16][c:17]3[Cl:18])[o:11]2)[cH:20][cH:21]1.[CH3:24][CH2:25][OH:26].[Na+:23].[OH-:22]>>[O:2]=[C:3]([OH:4])[c:5]1[cH:6][c:7]2[c:8]([n:9][c:10](-[c:12]3[c:13]([Cl:19])[cH:14][cH:15][cH:16][c:17]3[Cl:18])[o:11]2)[cH:20][cH:21]1.